This data is from the Open Reaction Database (ORD), a public repository of structured organic reaction records. The task is: describe an organic reaction: reactants, conditions, products, and yield The reactants are CC=1C=C(C=CC1C(F)(F)F)[C@H]1N(CC[C@H](C1)C1=CC(NO1)=O)C(=O)OC ((2S,4R)-Methyl 2-(3-methyl-4-(trifluoromethyl)phenyl)-4-(3-oxo-2,3-dihydroisoxazol-5-yl)-piperidine-1-carboxylate), Br (HBr). Conditions: time 8 hour. Yields the product CC=1C=C(C=CC1C(F)(F)F)[C@H]1NCC[C@H](C1)C1=CC(NO1)=O (5-((2S,4R)-2-(3-methyl-4-(trifluoromethyl)phenyl)piperidin-4-yl)isoxazol-3(2H)-one). Isolated yield 47.4%. Reaction SMILES: [CH3:1][C:2]1[CH:3]=[C:4]([C@@H:12]2[CH2:17][C@H:16]([C:18]3[O:22][NH:21][C:20](=[O:23])[CH:19]=3)[CH2:15][CH2:14][N:13]2C(OC)=O)[CH:5]=[CH:6][C:7]=1[C:8]([F:11])([F:10])[F:9].Br>>[CH3:1][C:2]1[CH:3]=[C:4]([C@@H:12]2[CH2:17][C@H:16]([C:18]3[O:22][NH:21][C:20](=[O:23])[CH:19]=3)[CH2:15][CH2:14][NH:13]2)[CH:5]=[CH:6][C:7]=1[C:8]([F:9])([F:10])[F:11]. Procedure: (2S,4R)-Methyl 2-(3-methyl-4-(trifluoromethyl)phenyl)-4-(3-oxo-2,3-dihydroisoxazol-5-yl)-piperidine-1-carboxylate (0.168 g, 0.44 mmol) (from example 67, step 3) was dissolved in HBr (33% in acetic acid, 5.6 g, 22.84 mmol) and the mixture was stirred at room temperature overnight. The solvent was evaporated and the residue purified by preparative HPLC (Instrument: FractionLynx II, Mobilphase: gradient 5-95% MeCN in 0.2% NH3, pH 10, Column: Xbridge Prep C18 5 μm OBD 19*150 mm) to yield 5-((2S,4R)-... Starting materials: ClC1=NC2=CC=CC=C2C(=C1)C (2-chloro-4-methylquinoline), NN (NH2NH2). Yields the product N(N)C1=NC2=CC=CC=C2C(=C1)C (2-Hydrazinyl-4-methylquinoline). Reaction SMILES: Cl[C:2]1[CH:11]=[C:10]([CH3:12])[C:9]2[C:4](=[CH:5][CH:6]=[CH:7][CH:8]=2)[N:3]=1.[NH2:13][NH2:14]>>[NH:13]([C:2]1[CH:11]=[C:10]([CH3:12])[C:9]2[C:4](=[CH:5][CH:6]=[CH:7][CH:8]=2)[N:3]=1)[NH2:14]. Procedure details: A solution of 2-chloro-4-methylquinoline (1.00 g, 5.63 mmol) in NH2NH2 was reacted as outlined in Scheme 1 above to give the title compound which was used in the next step without further purification. Starting materials: CCCCCC1CCC(C(=O)O)CC1, ClCCl, CCC(C)c1nnc(-c2ccc(O)cc2)s1, C(=NC1CCCCC1)=NC1CCCCC1, c1cc(N2CCCC2)ncn1. Yields the product CCCCCC1CCC(C(=O)Oc2ccc(-c3nnc(C(C)CC)s3)cc2)CC1. RXN SMILES: [CH2:17]([CH2:18][CH2:19][CH2:20][CH3:21])[CH:22]1[CH2:23][CH2:24][CH:25]([C:28](=[O:29])[OH:30])[CH2:26][CH2:27]1.[CH2:57]([Cl:58])[Cl:59].[CH3:1][CH:2]([CH2:3][CH3:4])[c:5]1[s:6][c:7](-[c:10]2[cH:11][cH:12][c:13]([OH:16])[cH:14][cH:15]2)[n:8][n:9]1.[CH:31]1([N:32]=[C:33]=[N:34][CH:35]2[CH2:36][CH2:37][CH2:38][CH2:39][CH2:40]2)[CH2:41][CH2:42][CH2:43][CH2:44][CH2:45]1.[N:46]1([c:47]2[cH:48][cH:49][n:50][cH:51][n:52]2)[CH2:53][CH2:54][CH2:55][CH2:56]1>>[CH3:1][CH:2]([CH2:3][CH3:4])[c:5]1[s:6][c:7](-[c:10]2[cH:11][cH:12][c:13]([O:16][C:28]([CH:25]3[CH2:24][CH2:23][CH:22]([CH2:17][CH2:18][CH2:19][CH2:20][CH3:21])[CH2:27][CH2:26]3)=[O:29])[cH:14][cH:15]2)[n:8][n:9]1. Reaction SMILES: C1(OC)C=CC=CC=1.[Cl-].[Al+3].[Cl-].[Cl-].[C:13]([C:16]1[CH:25]=[CH:24][C:23]2[C:18](=[CH:19][CH:20]=[C:21]([O:27][CH3:28])[C:22]=2Br)[CH:17]=1)(=[O:15])[CH3:14].BrC1C2C(=CC=CC=2)C=CC=1OC>>[C:13]([C:16]1[CH:25]=[CH:24][C:23]2[C:18](=[CH:19][CH:20]=[C:21]([O:27][CH3:28])[CH:22]=2)[CH:17]=1)(=[O:15])[CH3:14] |f:1.2.3.4|. Reactants: C1(=CC=CC=C1)OC (anisole), [Cl-].[Al+3].[Cl-].[Cl-] (aluminum chloride), C(C)(=O)C1=CC2=CC=C(C(=C2C=C1)Br)OC (2-acetyl-5-bromo-6-methoxynaphthalene), product, BrC1=C(C=CC2=CC=CC=C12)OC (1-bromo-2-methoxynaphthalene). Reported procedure: 80 Ml of anisole and 18 g of anhydrous aluminum chloride are added to the solution of 2-acetyl-5-bromo-6-methoxynaphthalene obtained as in example 1a), while keeping the temperature at -10° C. The reaction mixture is kept for 24 hours under stirring at room temperature and then it is worked as in example 1 obtaining 38.5 g of product with a yield equal to 78.5% calculated on the basis of the starting material 1-bromo-2-methoxynaphthalene. Conditions: time 24 hour. Product: C(C)(=O)C1=CC2=CC=C(C=C2C=C1)OC (2-Acetyl-6-methoxynaphthalene). Reactants: CO[C@@H]1[C@H](CNCC1)C ((3S,4S)-4-methoxy-3-methylpiperidine), C(C(C)(C)C)(=O)O[C@H]1[C@@H](CNCC1)C ((3R,4R)-3-methylpiperidin-4-yl pivalate). Product: CO[C@H]1[C@@H](CNCC1)C ((3R,4R)-4-Methoxy-3-methylpiperidine). RXN SMILES: [CH3:1][O:2][C@H:3]1[CH2:8][CH2:7][NH:6][CH2:5][C@@H:4]1[CH3:9].C(O[C@@H]1CCNC[C@H]1C)(=O)C(C)(C)C>>[CH3:1][O:2][C@@H:3]1[CH2:8][CH2:7][NH:6][CH2:5][C@H:4]1[CH3:9]. Reported procedure: The same procedures employed to synthesize (3S,4S)-4-methoxy-3-methylpiperidine Examples 9-C were utilized, however the starting material used was (3R,4R)-3-methylpiperidin-4-yl pivalate (CAS#863249-35-8, prepared as described in WO 2005077932). 1H NMR (400 MHz, CD2Cl2) δ ppm 0.92 (d, J=6.6 Hz, 3 H) 1.22 (tdd, J=12.3, 12.3, 10.4, 4.3 Hz, 1 H) 1.39-1.55 (m, 1 H) 2.04 (dq, J=12.4, 3.5 Hz, 1 H) 2.23 (dd, J=12.6, 10.6 Hz, 1 H) 2.55 (td, J=12.4, 2.8 Hz, 1 H) 2.75 (td, J=9.7, 4.2 Hz, 1 H) 2.96 (ddd, J... Reactants: [H-].[Na+] (Sodium hydride), ClC1=CC=C(C=2C3=C(NC12)CCN(CC3)C(=O)OC(C)(C)C)Cl (tert-butyl 7,10-dichloro-1,4,5,6-tetrahydroazepino[4,5-b]indole-3(2H)-carboxylate), BrCCOC1=CC=CC=C1 (β-bromophenetole). Run in CN(C)C=O (DMF). Conditions: time 25 minute. Yields the product ClC1=CC=C(C=2C3=C(N(C12)CCOC1=CC=CC=C1)CCN(CC3)C(=O)OC(C)(C)C)Cl (tert-Butyl 7,10-dichloro-6-(2-phenoxyethyl)-1,4,5,6-tetrahydroazepino[4,5-b]indole-3(2H)-carboxylate). Yield: 79.0%. RXN SMILES: [H-].[Na+].[Cl:3][C:4]1[C:12]2[NH:11][C:10]3[CH2:13][CH2:14][N:15]([C:18]([O:20][C:21]([CH3:24])([CH3:23])[CH3:22])=[O:19])[CH2:16][CH2:17][C:9]=3[C:8]=2[C:7]([Cl:25])=[CH:6][CH:5]=1.Br[CH2:27][CH2:28][O:29][C:30]1[CH:35]=[CH:34][CH:33]=[CH:32][CH:31]=1>CN(C=O)C>[Cl:3][C:4]1[C:12]2[N:11]([CH2:27][CH2:28][O:29][C:30]3[CH:35]=[CH:34][CH:33]=[CH:32][CH:31]=3)[C:10]3[CH2:13][CH2:14][N:15]([C:18]([O:20][C:21]([CH3:22])([CH3:24])[CH3:23])=[O:19])[CH2:16][CH2:17][C:9]=3[C:8]=2[C:7]([Cl:25])=[CH:6][CH:5]=1 |f:0.1|. Procedure details: Sodium hydride (60% dispersion in mineral oil, 51 mg, 1.3 mmol) was added to a solution of tert-butyl 7,10-dichloro-1,4,5,6-tetrahydroazepino[4,5-b]indole-3(2H)-carboxylate (0.30 g, 0.84 mmol) in DMF (5 mL). After 25 min, β-bromophenetole was added (0.23 mL). The reaction was quenched with saturated aqueous NH4Cl after 18 h and extracted with EtOAc (3×20 mL). The combined organic extracts were washed with brine, dried over Na2SO4, decanted, and concentrated. The crude product was purified by col... Starting materials: C[O-], CO, COC(=O)c1ccc(C(F)(F)F)c(SC)c1F, [Na+]. Product: COC(=O)c1ccc(C(F)(F)F)c(SC)c1OC. As a reaction SMILES: [CH3:18][O-:19].[CH3:21][OH:22].[F:1][c:2]1[c:3]([C:4](=[O:5])[O:6][CH3:7])[cH:8][cH:9][c:10]([C:14]([F:15])([F:16])[F:17])[c:11]1[S:12][CH3:13].[Na+:20]>>[c:2]1([O:19][CH3:18])[c:3]([C:4](=[O:5])[O:6][CH3:7])[cH:8][cH:9][c:10]([C:14]([F:15])([F:16])[F:17])[c:11]1[S:12][CH3:13].